This data is from the Open Reaction Database (ORD), a public repository of structured organic reaction records. The task is: describe an organic reaction: reactants, conditions, products, and yield The reactants are [Si](C1=CC=CC=C1)(C1=CC=CC=C1)(C(C)(C)C)OC1CC2=CC=C(C3=CC=CC1=C23)N2C[C@H](NCC2)C ((3R)-1-(1-{[tert-Butyl(diphenyl)silyl]oxy}-1,2-dihydro-5-acenaphthylenyl)-3-methylpiperazine), CS(=O)(=O)OCC[C@@H]1OCCC2=C1C=CC(=C2)C(=O)N (2-[(1S)-6-(aminocarbonyl)-3,4-dihydro-1H-2-benzopyran-1-yl]ethyl methanesulfonate). The product is [Si](C1=CC=CC=C1)(C1=CC=CC=C1)(C(C)(C)C)OC1CC2=CC=C(C3=CC=CC1=C23)N2C[C@H](N(CC2)CC[C@@H]2OCCC3=C2C=CC(=C3)C(=O)N)C ((1S)-1-{2-[(2R)-4-(1-{[tert-Butyl(diphenyl)silyl]-oxy}-1,2-dihydro-5-acenaphthylenyl)-2-methyl-piperazinyl]ethyl}-3,4-dihydro-1H-2-benzopyran-6-carboxamide). As a reaction SMILES: [Si:1]([O:18][CH:19]1[C:29]2=[C:30]3[C:25](=[CH:26][CH:27]=[CH:28]2)[C:24]([N:31]2[CH2:36][CH2:35][NH:34][C@H:33]([CH3:37])[CH2:32]2)=[CH:23][CH:22]=[C:21]3[CH2:20]1)([C:14]([CH3:17])([CH3:16])[CH3:15])([C:8]1[CH:13]=[CH:12][CH:11]=[CH:10][CH:9]=1)[C:2]1[CH:7]=[CH:6][CH:5]=[CH:4][CH:3]=1.CS(O[CH2:43][CH2:44][C@H:45]1[C:50]2[CH:51]=[CH:52][C:53]([C:55]([NH2:57])=[O:56])=[CH:54][C:49]=2[CH2:48][CH2:47][O:46]1)(=O)=O>>[Si:1]([O:18][CH:19]1[C:29]2=[C:30]3[C:25](=[CH:26][CH:27]=[CH:28]2)[C:24]([N:31]2[CH2:36][CH2:35][N:34]([CH2:43][CH2:44][C@H:45]4[C:50]5[CH:51]=[CH:52][C:53]([C:55]([NH2:57])=[O:56])=[CH:54][C:49]=5[CH2:48][CH2:47][O:46]4)[C@H:33]([CH3:37])[CH2:32]2)=[CH:23][CH:22]=[C:21]3[CH2:20]1)([C:14]([CH3:17])([CH3:16])[CH3:15])([C:2]1[CH:7]=[CH:6][CH:5]=[CH:4][CH:3]=1)[C:8]1[CH:13]=[CH:12][CH:11]=[CH:10][CH:9]=1. Reported procedure: (3R)-1-(1-{[tert-Butyl(diphenyl)silyl]oxy}-1,2-dihydro-5-acenaphthylenyl)-3-methylpiperazine was condensed with 2-[(1S)-6-(aminocarbonyl)-3,4-dihydro-1H-2-benzopyran-1-yl]ethyl methanesulfonate, as described for Example 1b).